From a dataset of the Open Reaction Database (ORD), a public repository of structured organic reaction records. describe an organic reaction: reactants, conditions, products, and yield Reactants: COc1cc2c(c(-c3ccccc3OC)c1)OC(COS(=O)(=O)c1ccc(C)cc1)C2, CS(C)=O, N#C[Na]. The product is COc1cc2c(c(-c3ccccc3OC)c1)OC(CC#N)C2. Reaction SMILES: [CH3:1][c:2]1[cH:3][cH:4][c:5]([S:6]([O:7][CH2:12][CH:13]2[O:14][c:15]3[c:16]([cH:18][c:19]([O:30][CH3:31])[cH:20][c:21]3-[c:22]3[c:23]([O:28][CH3:29])[cH:24][cH:25][cH:26][cH:27]3)[CH2:17]2)(=[O:8])=[O:9])[cH:10][cH:11]1.[CH3:35][S:36]([CH3:37])=[O:38].[Na:32][C:33]#[N:34]>>[CH2:12]([CH:13]1[O:14][c:15]2[c:16]([cH:18][c:19]([O:30][CH3:31])[cH:20][c:21]2-[c:22]2[c:23]([O:28][CH3:29])[cH:24][cH:25][cH:26][cH:27]2)[CH2:17]1)[C:33]#[N:34]. Product: COc1cc([N+](=O)[O-])c(F)cc1C. As a reaction SMILES: [C:13](=[O:14])([O-:15])[O-:16].[CH3:22][N:23]([CH3:24])[CH:25]=[O:26].[F:1][c:2]1[cH:3][c:4]([CH3:12])[c:5]([OH:11])[cH:6][c:7]1[N+:8](=[O:9])[O-:10].[I:19][CH3:20].[K+:17].[K+:18].[OH2:21]>>[F:1][c:2]1[cH:3][c:4]([CH3:12])[c:5]([O:11][CH3:13])[cH:6][c:7]1[N+:8](=[O:9])[O-:10]. Reactants: O=C([O-])[O-], CN(C)C=O, Cc1cc(F)c([N+](=O)[O-])cc1O, CI, [K+], [K+], O. The reagents and catalysts are [Pt]=O (platinum oxide). Yield: 107.0%. RXN SMILES: [CH3:1][C:2]1[N:3]=[CH:4][C:5]2[C:10]([CH:11]=1)=[CH:9][CH:8]=[CH:7][CH:6]=2>[Pt]=O.CO>[CH3:1][CH:2]1[CH2:11][C:10]2[C:5](=[CH:6][CH:7]=[CH:8][CH:9]=2)[CH2:4][NH:3]1. Reactants: CC=1N=CC2=CC=CC=C2C1 (3-methylisoquinoline). Reported procedure: 3.0 g of 3-methylisoquinoline(21 mM) and 50 ml of methanol were mixed and 0.84 g of platinum oxide was added thereto. The mixture was subjected to hydrogenation at 40 psi and filtered. The filtrate was concentrated under a reduced pressure, to give 3.3 g of the title compound. The product is CC1NCC2=CC=CC=C2C1 (3-Methyl-1,2,3,4-Tetrahydroisoquinoline). Run in CO (methanol).